The task is: describe an organic reaction: reactants, conditions, products, and yield. This data is from the Open Reaction Database (ORD), a public repository of structured organic reaction records. Starting materials: ClC1=CC(=C(C=C1[N+](=O)[O-])N1C(C2=C(C1=O)CCCC2)=O)F (N-(4-chloro-2-fluoro-5-nitrophenyl)-3,4,5,6-tetrahydrophthalimide), C(Cl)(Cl)Cl (chloroform), resultant mixture. The reagents and catalysts are [Fe] (iron). Solvent: C(C)(=O)O (acetic acid), C(C)(=O)O (acetic acid). Product: NC=1C=C(C(=CC1Cl)F)N1C(C2=C(C1=O)CCCC2)=O (N-(3-amino-4-chloro-6-fluorophenyl)-3,4,5,6-tetrahydrophthalimide). Isolated yield 51.0%. RXN SMILES: [Cl:1][C:2]1[C:7]([N+:8]([O-])=O)=[CH:6][C:5]([N:11]2[C:15](=[O:16])[C:14]3[CH2:17][CH2:18][CH2:19][CH2:20][C:13]=3[C:12]2=[O:21])=[C:4]([F:22])[CH:3]=1.C(Cl)(Cl)Cl>C(O)(=O)C.[Fe]>[NH2:8][C:7]1[CH:6]=[C:5]([N:11]2[C:15](=[O:16])[C:14]3[CH2:17][CH2:18][CH2:19][CH2:20][C:13]=3[C:12]2=[O:21])[C:4]([F:22])=[CH:3][C:2]=1[Cl:1]. Procedure details: A solution of N-(4-chloro-2-fluoro-5-nitrophenyl)-3,4,5,6-tetrahydrophthalimide (16.2 g) in acetic acid (200 ml) was dropwise added to a suspension of iron powder (14 g) in a 5% aqueous acetic acid (30 ml) at 90°-100° C. and refluxed for 1 hour. After being allowed to cool, chloroform was added to the resultant mixture, followed by filtration. The organic layer was separated from the filtrate, washed with a saturated sodium hydrogen carbonate solution, dried and concentrated. The residue was rec... Reactants: O=C(Nc1cccc(Br)c1)c1ccc(Cl)c([N+](=O)[O-])c1, O=C([O-])[O-], CN(C)C=O, Cl, [Cs+], [Cs+], O, Oc1cccc(S)c1. Yields the product O=C(Nc1cccc(Br)c1)c1ccc(Sc2cccc(O)c2)c([N+](=O)[O-])c1. As a reaction SMILES: [Br:1][c:2]1[cH:3][c:4]([NH:8][C:9]([c:10]2[cH:11][c:12]([N+:17](=[O:18])[O-:19])[c:13]([Cl:16])[cH:14][cH:15]2)=[O:20])[cH:5][cH:6][cH:7]1.[C:29](=[O:30])([O-:31])[O-:32].[CH3:36][N:37]([CH3:38])[CH:39]=[O:40].[ClH:35].[Cs+:33].[Cs+:34].[OH2:41].[OH:21][c:22]1[cH:23][c:24]([SH:28])[cH:25][cH:26][cH:27]1>>[Br:1][c:2]1[cH:3][c:4]([NH:8][C:9]([c:10]2[cH:11][c:12]([N+:17](=[O:18])[O-:19])[c:13]([S:28][c:24]3[cH:23][c:22]([OH:21])[cH:27][cH:26][cH:25]3)[cH:14][cH:15]2)=[O:20])[cH:5][cH:6][cH:7]1.